From a dataset of the Open Reaction Database (ORD), a public repository of structured organic reaction records. describe an organic reaction: reactants, conditions, products, and yield The reactants are OC(C(C)C)(C=1N=CN(C1)C(C1=CC=CC=C1)(C1=CC=CC=C1)C1=CC=CC=C1)C1=CC=C(C=C1)C1=CC=CC(=N1)C(=O)NC (6-{4-[1-hydroxy-2-methyl-1-(1-trityl-1H-imidazol-4-yl)propyl]phenyl}-N-methyl-2-pyridinecarboxamide), Cl.N1=CC=CC=C1 (pyridine hydrochloride). Yields the product OC(C(C)C)(C=1N=CNC1)C1=CC=C(C=C1)C1=CC=CC(=N1)C(=O)NC (6-{4-[1-hydroxy-1-(1H-imidazol-4-yl)-2-methylpropyl]phenyl}-N-methyl-2-pyridinecarboxamide). Yield: 30.0%. Reaction SMILES: [OH:1][C:2]([C:30]1[CH:35]=[CH:34][C:33]([C:36]2[N:41]=[C:40]([C:42]([NH:44][CH3:45])=[O:43])[CH:39]=[CH:38][CH:37]=2)=[CH:32][CH:31]=1)([C:6]1[N:7]=[CH:8][N:9](C(C2C=CC=CC=2)(C2C=CC=CC=2)C2C=CC=CC=2)[CH:10]=1)[CH:3]([CH3:5])[CH3:4].Cl.N1C=CC=CC=1>>[OH:1][C:2]([C:30]1[CH:31]=[CH:32][C:33]([C:36]2[N:41]=[C:40]([C:42]([NH:44][CH3:45])=[O:43])[CH:39]=[CH:38][CH:37]=2)=[CH:34][CH:35]=1)([C:6]1[N:7]=[CH:8][NH:9][CH:10]=1)[CH:3]([CH3:4])[CH3:5] |f:1.2|. Reported procedure: By the reaction in the same manner as in Example 4-(iii) using 6-{4-[1-hydroxy-2-methyl-1-(1-trityl-1H-imidazol-4-yl)propyl]phenyl}-N-methyl-2-pyridinecarboxamide (1.44 g) and pyridine hydrochloride (550 mg), the title compound (255 mg) was obtained as a colorless amorphous powder. The product is CC(=O)ON=C1CCc2c(Oc3ccc(NC(=O)c4ccc(Cl)c(Cl)c4)cn3)cccc21. Starting materials: CC(=O)OC(C)=O, O=C(Nc1ccc(Oc2cccc3c2CCC3=NO)nc1)c1ccc(Cl)c(Cl)c1, C1CCOC1, c1ccncc1. As a reaction SMILES: [CH3:36][C:37](=[O:38])[O:39][C:40](=[O:41])[CH3:42].[Cl:1][c:2]1[cH:3][c:4]([C:5](=[O:6])[NH:7][c:8]2[cH:9][n:10][c:11]([O:14][c:15]3[c:16]4[c:20]([cH:21][cH:22][cH:23]3)[C:19](=[N:24][OH:25])[CH2:18][CH2:17]4)[cH:12][cH:13]2)[cH:26][cH:27][c:28]1[Cl:29].[O:43]1[CH2:44][CH2:45][CH2:46][CH2:47]1.[cH:30]1[cH:31][cH:32][n:33][cH:34][cH:35]1>>[Cl:1][c:2]1[cH:3][c:4]([C:5](=[O:6])[NH:7][c:8]2[cH:9][n:10][c:11]([O:14][c:15]3[c:16]4[c:20]([cH:21][cH:22][cH:23]3)[C:19](=[N:24][O:25][C:37]([CH3:36])=[O:38])[CH2:18][CH2:17]4)[cH:12][cH:13]2)[cH:26][cH:27][c:28]1[Cl:29]. Starting materials: CC(C)CN(C(CCCCN)C(=O)O)S(=O)(=O)c1ccc([N+](=O)[O-])cc1, O=C(O)C=Cc1ccc([N+](=O)[O-])cc1. Yields the product CC(C)CN(C(CCCCNC(=O)C=Cc1ccc([N+](=O)[O-])cc1)C(=O)O)S(=O)(=O)c1ccc([N+](=O)[O-])cc1. As a reaction SMILES: [CH2:1]([CH:2]([CH3:3])[CH3:4])[N:5]([CH:6]([CH2:7][CH2:8][CH2:9][CH2:10][NH2:11])[C:12](=[O:13])[OH:14])[S:15](=[O:16])(=[O:17])[c:18]1[cH:19][cH:20][c:21]([N+:24](=[O:25])[O-:26])[cH:22][cH:23]1.[N+:27](=[O:28])([O-:29])[c:30]1[cH:31][cH:32][c:33]([CH:34]=[CH:35][C:36](=[O:37])[OH:38])[cH:39][cH:40]1>>[CH2:1]([CH:2]([CH3:3])[CH3:4])[N:5]([CH:6]([CH2:7][CH2:8][CH2:9][CH2:10][NH:11][C:36]([CH:35]=[CH:34][c:33]1[cH:32][cH:31][c:30]([N+:27](=[O:28])[O-:29])[cH:40][cH:39]1)=[O:37])[C:12](=[O:13])[OH:14])[S:15](=[O:16])(=[O:17])[c:18]1[cH:19][cH:20][c:21]([N+:24](=[O:25])[O-:26])[cH:22][cH:23]1. The product is NNC(=O)C1CCC(Oc2ccccc2)CC1. Starting materials: COC(=O)C1CCC(Oc2ccccc2)CC1, NN, O. RXN SMILES: [CH3:1][O:2][C:3](=[O:4])[CH:5]1[CH2:6][CH2:7][CH:8]([O:11][c:12]2[cH:13][cH:14][cH:15][cH:16][cH:17]2)[CH2:9][CH2:10]1.[NH2:19][NH2:20].[OH2:18]>>[O:2]=[C:3]([CH:5]1[CH2:6][CH2:7][CH:8]([O:11][c:12]2[cH:13][cH:14][cH:15][cH:16][cH:17]2)[CH2:9][CH2:10]1)[NH:19][NH2:20].